The task is: describe an organic reaction: reactants, conditions, products, and yield. This data is from the Open Reaction Database (ORD), a public repository of structured organic reaction records. Reactants: CNC=1N=NC(=CC1)C(=O)O (3-methylaminopyridazine-6-carboxylic acid), Cl (HCl), C(C)O (ethanol). Yields the product CNC=1N=NC(=CC1)C(=O)OCC (Ethyl 3-methylaminopyridazine-6-carboxylate). As a reaction SMILES: [CH3:1][NH:2][C:3]1[N:4]=[N:5][C:6]([C:9]([OH:11])=[O:10])=[CH:7][CH:8]=1.Cl.[CH2:13](O)[CH3:14]>>[CH3:1][NH:2][C:3]1[N:4]=[N:5][C:6]([C:9]([O:11][CH2:13][CH3:14])=[O:10])=[CH:7][CH:8]=1. Reported procedure: A solution of 3-methylaminopyridazine-6-carboxylic acid (0.58 g) in ethanol (50 ml) was saturated with HCl gas, refluxed 48 hours and evaporated. The residue was partitioned between EtOAc and aqueous NaHCO3, separated and the aqueous re-extracted with EtOAc. The organic was dried and evaporated to give title compound (0.61 g). MS(+ve ion chemical ionisation) m/z 182 (MH+, 100%). The reactants are NC1=C(C(=O)NCC=2SC(=CC2)OC2=CC=CC=C2)C=CC=N1 (2-amino-N-(5-phenoxy-thiophen-2-ylmethyl)-nicotinamide), CN(C=O)C (N,N-dimethylformamide), ClN1C(CCC1=O)=O (N-chlorosuccinimide). Solvent: C(C)#N.O (acetonitrile water), FC(C(=O)O)(F)F (trifluoroacetic acid), FC(C(=O)O)(F)F (trifluoroacetic acid). Conditions: time 8 hour. The product is NC1=C(C(=O)NCC=2SC(=C(C2)Cl)OC2=CC=CC=C2)C=CC=N1 (2-Amino-N-(4-chloro-5-phenoxy-thiophen-2-ylmethyl)-nicotinamide). The yield is 24.0%. RXN SMILES: [NH2:1][C:2]1[N:23]=[CH:22][CH:21]=[CH:20][C:3]=1[C:4]([NH:6][CH2:7][C:8]1[S:9][C:10]([O:13][C:14]2[CH:19]=[CH:18][CH:17]=[CH:16][CH:15]=2)=[CH:11][CH:12]=1)=[O:5].CN(C)C=O.[Cl:29]N1C(=O)CCC1=O>C(#N)C.O.FC(F)(F)C(O)=O>[NH2:1][C:2]1[N:23]=[CH:22][CH:21]=[CH:20][C:3]=1[C:4]([NH:6][CH2:7][C:8]1[S:9][C:10]([O:13][C:14]2[CH:19]=[CH:18][CH:17]=[CH:16][CH:15]=2)=[C:11]([Cl:29])[CH:12]=1)=[O:5] |f:3.4|. Procedure details: To a mixture of 2-amino-N-(5-phenoxy-thiophen-2-ylmethyl)-nicotinamide described in Example A-67 (21 mg, 0.064 mmol) and N,N-dimethylformamide (1 mL) was added N-chlorosuccinimide (13 mg, 0.096 mmol), and the solution was stirred overnight at room temperature. The reaction solution was purified by reverse phase high performance liquid chromatography (acetonitrile-water mobile phase (containing 0.1% trifluoroacetic acid) was used), and trifluoroacetic acid salt of the title compound (7.4 mg, 0.01... The reactants are C1(CCCCC1)C[C@@H]([C@@H]1OC1)NC(OC(C)(C)C)=O (tert-butyl (S)-2-cyclohexyl-1-((S)-oxiran-2-yl)ethylcarbamate), C(#N)C1=CC=C(CN)C=C1 (4-cyanobenzylamine). Run in CC#N (CH3CN). Product: C(#N)C1=CC=C(CNC[C@H]([C@H](CC2CCCCC2)NC(OC(C)(C)C)=O)O)C=C1 (tert-butyl (2S,3R)-4-(4-cyanobenzylamino)-1-cyclohexyl-3-hydroxybutan-2-ylcarbamate). Yield: 57.8%. RXN SMILES: [CH:1]1([CH2:7][C@H:8]([NH:12][C:13](=[O:19])[O:14][C:15]([CH3:18])([CH3:17])[CH3:16])[C@H:9]2[CH2:11][O:10]2)[CH2:6][CH2:5][CH2:4][CH2:3][CH2:2]1.[C:20]([C:22]1[CH:29]=[CH:28][C:25]([CH2:26][NH2:27])=[CH:24][CH:23]=1)#[N:21]>CC#N>[C:20]([C:22]1[CH:29]=[CH:28][C:25]([CH2:26][NH:27][CH2:11][C@@H:9]([OH:10])[C@@H:8]([NH:12][C:13](=[O:19])[O:14][C:15]([CH3:18])([CH3:17])[CH3:16])[CH2:7][CH:1]2[CH2:6][CH2:5][CH2:4][CH2:3][CH2:2]2)=[CH:24][CH:23]=1)#[N:21]. Reported procedure: To a solution of tert-butyl (S)-2-cyclohexyl-1-((S)-oxiran-2-yl)ethylcarbamate (67.3 mg, 0.25 mmol) in CH3CN (8 mL) was added 4-cyanobenzylamine (39.6 mg, 0.3 mmol) and the mixture was heated under reflux overnight. The solvent was removed in vacuo and the residue was purified by the preparative HPLC to give tert-butyl (2S,3R)-4-(4-cyanobenzylamino)-1-cyclohexyl-3-hydroxybutan-2-ylcarbamate (58 mg, 58%). 1H NMR: 0.82 (m, 1H), 0.95 (m, 1H), 1.10-1.48 (m, 5H), 1.45 (s, 9H), 1.55-1.68 (m, 5H), 1.76...